From a dataset of the Open Reaction Database (ORD), a public repository of structured organic reaction records. describe an organic reaction: reactants, conditions, products, and yield Starting materials: C(OCI)(OCCOC)=O (iodomethyl 2-(methyloxy)ethyl carbonate), [Na].FC1=C(C=CC(=C1)F)CNC(=O)C=1C(C(=C2N(C[C@@H]3OCC[C@H](N3C2=O)C)C1)O)=O ((4R,12aS)-N-[(2,4-Difluorophenyl)methyl]-7-hydroxy-4-methyl-6,8-dioxo-3,4,6,8,12,12a-hexahydro-2H-pyrido[1′,2′:4,5]pyrazino[2,1-b][1,3]oxazine-9-carboxamide sodium salt), C([O-])([O-])=O.[K+].[K+] (potassium carbonate). Reagents/catalysts: S(=O)(=O)(O)[O-].C(CCC)[N+](CCCC)(CCCC)CCCC (tetrabutylammonium hydrogen sulfate). The product is C(OCOC=1C(C(=CN2C[C@@H]3OCC[C@H](N3C(C21)=O)C)C(=O)NCC2=C(C=C(C=C2)F)F)=O)(OCCOC)=O ({[(4R,12aS)-9-({[(2,4-Difluorophenyl)methyl]amino}carbonyl)-4-methyl-6,8-dioxo-3,4,6,8,12,12a-hexahydro-2H-pyrido[1′,2′:4,5]pyrazino[2,1-b][1,3]oxazin-7-yl]oxy}methyl 2-(methyloxy)ethyl carbonate). As a reaction SMILES: [C:1](=[O:10])([O:5][CH2:6][CH2:7][O:8][CH3:9])[O:2][CH2:3]I.[Na].[F:12][C:13]1[CH:18]=[C:17]([F:19])[CH:16]=[CH:15][C:14]=1[CH2:20][NH:21][C:22]([C:24]1[C:25](=[O:41])[C:26]([OH:40])=[C:27]2[C:36](=[O:37])[N:35]3[C@@H:30]([O:31][CH2:32][CH2:33][C@H:34]3[CH3:38])[CH2:29][N:28]2[CH:39]=1)=[O:23].C(=O)([O-])[O-].[K+].[K+]>S([O-])(O)(=O)=O.C([N+](CCCC)(CCCC)CCCC)CCC>[C:1](=[O:10])([O:5][CH2:6][CH2:7][O:8][CH3:9])[O:2][CH2:3][O:40][C:26]1[C:25](=[O:41])[C:24]([C:22]([NH:21][CH2:20][C:14]2[CH:15]=[CH:16][C:17]([F:19])=[CH:18][C:13]=2[F:12])=[O:23])=[CH:39][N:28]2[C:27]=1[C:36](=[O:37])[N:35]1[C@@H:30]([O:31][CH2:32][CH2:33][C@H:34]1[CH3:38])[CH2:29]2 |f:1.2,3.4.5,6.7,^1:10|. Procedure: The title compound was prepared from iodomethyl 2-(methyloxy)ethyl carbonate (59 mg, 0.227 mmol) (prepared in a similar manner to example 1), (4R,12aS)-N-[(2,4-Difluorophenyl)methyl]-7-hydroxy-4-methyl-6,8-dioxo-3,4,6,8,12,12a-hexahydro-2H-pyrido[1′,2′:4,5]pyrazino[2,1-b][1,3]oxazine-9-carboxamide sodium salt (50 mg, 0.113 mmol), potassium carbonate (47 mg, 0.340 mmol), and tetrabutylammonium hydrogen sulfate (39 mg, 0.113 mmol), using a similar process to that described in example 1. 1H NMR (CD... Reactants: CC(Cc1c[nH]c2ccccc12)NC(=O)C=C1CCC(c2cccc(F)c2)(N(C)C)CC1, CO. Yields the product CC(Cc1c[nH]c2ccccc12)NC(=O)CC1CCC(c2cccc(F)c2)(N(C)C)CC1. As a reaction SMILES: [CH3:1][N:2]([C:3]1([c:25]2[cH:26][c:27]([F:31])[cH:28][cH:29][cH:30]2)[CH2:4][CH2:5][C:6](=[CH:9][C:10](=[O:11])[NH:12][CH:13]([CH2:14][c:15]2[cH:16][nH:17][c:18]3[cH:19][cH:20][cH:21][cH:22][c:23]23)[CH3:24])[CH2:7][CH2:8]1)[CH3:32].[CH3:33][OH:34]>>[CH3:1][N:2]([C:3]1([c:25]2[cH:26][c:27]([F:31])[cH:28][cH:29][cH:30]2)[CH2:4][CH2:5][CH:6]([CH2:9][C:10](=[O:11])[NH:12][CH:13]([CH2:14][c:15]2[cH:16][nH:17][c:18]3[cH:19][cH:20][cH:21][cH:22][c:23]23)[CH3:24])[CH2:7][CH2:8]1)[CH3:32]. Procedure: Preparation of a vinyl ether compound having the formula: ##STR48## A) 43.46 g (0.31 mol) of cyclopentenylacetic acid methyl ester are dissolved in 80 ml of chloroform. After the addition of 4 g of sodium acetate, 82.51 g of a 40% solution of peracetic acid in acetic acid are added dropwise thereto, with stirring, the temperature being maintained at about 35° C. The reaction mixture is then stirred for a further 5 hours at 35° C. The reaction mixture is extracted with 5% sodium hydrogen carbonat... Reactants: COC(CC1=CCCC1)=O (cyclopentenylacetic acid methyl ester), C(=C)OC=C (vinyl ether), C(C)(=O)[O-].[Na+] (sodium acetate), solution, C(C)(=O)OO (peracetic acid). The product is COC(CC1CC2C(C1)O2)=O (3,4-epoxycyclopentylacetic acid methyl ester). RXN SMILES: [CH:1]([O:3][CH:4]=[CH2:5])=[CH2:2].[CH3:6][O:7][C:8](=[O:15])[CH2:9][C:10]1CCCC=1.C([O-])(=O)C.[Na+].C(OO)(=O)C>C(Cl)(Cl)Cl.C(O)(=O)C>[CH3:6][O:7][C:8](=[O:15])[CH2:9][CH:10]1[CH2:2][CH:1]2[O:3][CH:4]2[CH2:5]1 |f:2.3|. Solvent: C(Cl)(Cl)Cl (chloroform), C(C)(=O)O (acetic acid). Reaction conditions: temperature 35 celsius. The yield is 66.5%. Starting materials: C(C)OC=1C=C(CO)C=CC1O (3-Ethoxy-4-hydroxybenzyl alcohol), O (water), CC(CCCCCCC(=O)O)C (8-methylnonanoic acid), 435. Run in CCCCCC (hexane). Conditions: temperature 50 celsius. Product: CC(CCCCCCC(=O)OCC1=CC(=C(C=C1)O)OCC)C (3-ethoxy-4-hydroxybenzyl 8-methylnonanoate). Isolated yield 89.1%. RXN SMILES: [CH2:1]([O:3][C:4]1[CH:5]=[C:6]([CH:9]=[CH:10][C:11]=1[OH:12])[CH2:7][OH:8])[CH3:2].[CH3:13][CH:14]([CH3:24])[CH2:15][CH2:16][CH2:17][CH2:18][CH2:19][CH2:20][C:21](O)=[O:22].O>CCCCCC>[CH3:13][CH:14]([CH3:24])[CH2:15][CH2:16][CH2:17][CH2:18][CH2:19][CH2:20][C:21]([O:8][CH2:7][C:6]1[CH:9]=[CH:10][C:11]([OH:12])=[C:4]([O:3][CH2:1][CH3:2])[CH:5]=1)=[O:22]. Procedure: 3-Ethoxy-4-hydroxybenzyl alcohol (733 mg, 4.35 mmol), 8-methylnonanoic acid (751 mg, 4.35 mmol) and Novozyme 435 (100 mg) were measured and placed in a flask (25 ml). The mixture was stirred with heating in an oil bath at 50° C. for 16 hr without plugging the flask. After stirring with heating for 2 to 3 hr, attachment of water onto the upper wall of the flask was observed. The reaction mixture was allowed to cool to room temperature, hexane (50 ml) was added, and Novozyme 435 and the insoluble ... The reactants are O (water), BrCCCC(=O)OCC (ethyl 4-bromobutanate), C([O-])([O-])=O.[K+].[K+] (potassium carbonate), C(#N)C1=CC=C(C=C1)O (4-Cyanophenol). Run in CN(C)C=O (DMF). Reaction conditions: time 74 hour. Yields the product C(C)OC(CCCOC1=CC=C(C=C1)C#N)=O (4-(4-Cyanophenoxy)butanoic acid ethyl ester). Reaction SMILES: [C:1]([C:3]1[CH:8]=[CH:7][C:6]([OH:9])=[CH:5][CH:4]=1)#[N:2].Br[CH2:11][CH2:12][CH2:13][C:14]([O:16][CH2:17][CH3:18])=[O:15].C(=O)([O-])[O-].[K+].[K+].O>CN(C=O)C>[CH2:17]([O:16][C:14](=[O:15])[CH2:13][CH2:12][CH2:11][O:9][C:6]1[CH:7]=[CH:8][C:3]([C:1]#[N:2])=[CH:4][CH:5]=1)[CH3:18] |f:2.3.4|. Procedure details: 4-Cyanophenol (5.0 g) is dissolved in DMF (6 ml), and thereto are added ethyl 4-bromobutanate (7.94 ml) and potassium carbonate (6.4 g), and the mixture is stirred at room temperature for 74 hours. The reaction mixture is poured into water, and the colorless precipitates are collected by filtration and washed with water to give the title compound (9.5 g). The reactants are COC1=C(C(=O)NCC=2C=NC(=CC2)C)C=CC(=C1)NC=1C=2N(C(=CN1)C=1C=NNC1)N=CN2 (2-Methoxy-N-(6-methylpyridin-3-yl)methyl-4-[5-(1H-pyrazol-4-yl)-[1,2,4]triazolo[1,5-a]pyrazin-8-ylamino]-benzamide), C(C1=CC=CC=C1)N (benzylamine). The product is C(C1=CC=CC=C1)NC(C1=C(C=C(C=C1)NC=1C=2N(C(=CN1)C=1C=NNC1)N=CN2)OC)=O (N-Benzyl-2-methoxy-4-[5-(1H-pyrazol-4-yl)-[1,2,4]triazolo[1,5-a]pyrazin-8-ylamino]-benzamide). Reaction SMILES: [CH3:1][O:2][C:3]1[CH:19]=[C:18]([NH:20][C:21]2[C:22]3[N:23]([N:32]=[CH:33][N:34]=3)[C:24]([C:27]3[CH:28]=[N:29][NH:30][CH:31]=3)=[CH:25][N:26]=2)[CH:17]=[CH:16][C:4]=1[C:5]([NH:7][CH2:8][C:9]1[CH:10]=N[C:12]([CH3:15])=[CH:13][CH:14]=1)=[O:6].C(N)C1C=CC=CC=1>>[CH2:8]([NH:7][C:5](=[O:6])[C:4]1[CH:16]=[CH:17][C:18]([NH:20][C:21]2[C:22]3[N:23]([N:32]=[CH:33][N:34]=3)[C:24]([C:27]3[CH:31]=[N:30][NH:29][CH:28]=3)=[CH:25][N:26]=2)=[CH:19][C:3]=1[O:2][CH3:1])[C:9]1[CH:10]=[CH:15][CH:12]=[CH:13][CH:14]=1. Procedure: This compound may be prepared using the methods described for Compound 120, using benzylamine in step 1. LCMS: Rt 1.62 min (100%) m/z (ESI) 440 (M+H)+. Starting materials: C(C1=CC=CC=C1)N1C[C@@H](CC1)N ((3R)-(−)-1-benzyl-3-aminopyrrolidine), C(C)N1C(N(C2=C1C=CC(=C2)C=O)CC)=O (1,3-Diethyl-2-oxo-2,3-dihydro-1H-benzoimidazole-5-carbaldehyde), S(=O)(=O)([O-])[O-].[Mg+2] (magnesium sulfate). Solvent: ClCCl (dichloromethane). Run at temperature 22 celsius, time 20 hour. Yields the product C(C1=CC=CC=C1)N1C[C@@H](CC1)N=CC1=CC2=C(N(C(N2CC)=O)CC)C=C1 (5-[((3R)-1-Benzyl-pyrrolidin-3-ylimino)-methyl]-1,3-diethyl-1,3-dihydro-benzoimidazol-2-one). The yield is 103.9%. RXN SMILES: [CH2:1]([N:8]1[CH2:12][CH2:11][C@@H:10]([NH2:13])[CH2:9]1)[C:2]1[CH:7]=[CH:6][CH:5]=[CH:4][CH:3]=1.[CH2:14]([N:16]1[C:20]2[CH:21]=[CH:22][C:23]([CH:25]=O)=[CH:24][C:19]=2[N:18]([CH2:27][CH3:28])[C:17]1=[O:29])[CH3:15].S([O-])([O-])(=O)=O.[Mg+2]>ClCCl>[CH2:1]([N:8]1[CH2:12][CH2:11][C@@H:10]([N:13]=[CH:25][C:23]2[CH:22]=[CH:21][C:20]3[N:16]([CH2:14][CH3:15])[C:17](=[O:29])[N:18]([CH2:27][CH3:28])[C:19]=3[CH:24]=2)[CH2:9]1)[C:2]1[CH:3]=[CH:4][CH:5]=[CH:6][CH:7]=1 |f:2.3|. Procedure details: To a dry flask charged with a stir bar was added (3R)-(−)-1-benzyl-3-aminopyrrolidine (202 mg, 1.15 mmoles) (commercial from TCI-US), 1,3-Diethyl-2-oxo-2,3-dihydro-1H-benzoimidazole-5-carbaldehyde (250 mg, 1.15 mmoles), magnesium sulfate (500 mg) and 5 ml of dichloromethane (0.23 M). The flask was sealed with a plastic cap and the resulting mixture was stirred for 20 hours at 22° C. The mixture was filtered through a nylon disk via syringes, rinsing with dichloromethane and the yellow filtrate w... Starting materials: C#CCOc1ccc(-c2nc3cnncc3[nH]2)c(OCC#C)c1, Cl. As a reaction SMILES: [CH2:1]([C:2]#[CH:3])[O:4][c:5]1[c:6](-[c:15]2[nH:16][c:17]3[cH:18][n:19][n:20][cH:21][c:22]3[n:23]2)[cH:7][cH:8][c:9]([O:11][CH2:12][C:13]#[CH:14])[cH:10]1.[ClH:24]>>[CH2:1]([C:2]#[CH:3])[O:4][c:5]1[c:6](-[c:15]2[n:16][c:17]3[cH:18][n:19][n:20][cH:21][c:22]3[nH:23]2)[cH:7][cH:8][c:9]([O:11][CH2:12][CH:13]=[CH2:14])[cH:10]1. Yields the product C#CCOc1cc(OCC=C)ccc1-c1nc2cnncc2[nH]1. Reactants: C(C1=CC=CC=C1)OC=1C=CC(=C2C=CC(NC12)=O)C(CBr)=O (8-benzyloxy-5-bromoacetylcarbostyril), CB1OC([C@@H]2N1CCC2)(C2=CC=CC=C2)C2=CC=CC=C2 ((R)-tetrahydro-1-methyl-3,3-diphenyl-1H,3H-pyrrolo[1,2-c] [1,3,2]-oxazaborole). The solvent is C1CCOC1 (THF), C1CCOC1 (THF), C1CCOC1 (THF). Reaction conditions: temperature 0 celsius, time 10 minute. Yields the product C(C1=CC=CC=C1)OC=1C=CC(=C2C=CC(NC12)=O)[C@H](CBr)O (8-(Benzyloxy)-5-[(1R)-2-bromo-1-hydroxyethyl]quinolin-2(1H)-one). Isolated yield 88.0%. As a reaction SMILES: CB1N2CCC[C@@H]2C(C2C=CC=CC=2)(C2C=CC=CC=2)O1.[CH2:22]([O:29][C:30]1[CH:31]=[CH:32][C:33]([C:41](=[O:44])[CH2:42][Br:43])=[C:34]2[C:39]=1[NH:38][C:37](=[O:40])[CH:36]=[CH:35]2)[C:23]1[CH:28]=[CH:27][CH:26]=[CH:25][CH:24]=1>C1COCC1>[CH2:22]([O:29][C:30]1[CH:31]=[CH:32][C:33]([C@@H:41]([OH:44])[CH2:42][Br:43])=[C:34]2[C:39]=1[NH:38][C:37](=[O:40])[CH:36]=[CH:35]2)[C:23]1[CH:24]=[CH:25][CH:26]=[CH:27][CH:28]=1. Procedure details: A solution of [(R)-tetrahydro-1-methyl-3,3-diphenyl-1H,3H-pyrrolo[1,2-c] [1,3,2]-oxazaborole] (1M, 424 μL) in THF (2 ml) was added to borane dimethylsulfide complex (2M, 212.7 μl) in THF (15 ml) and stirred at 0° C. for 10 min. The reaction mixture was cooled to −10° C. and treated with a solution of 8-benzyloxy-5-bromoacetylcarbostyril (EP 147719A2) (791 mg) in THF (16 ml) over 20 min. Further borane dimethylsulfide complex (1.28 ml) was added over 4 h at 0° C. The reaction mixture was stirred ... Starting materials: CCc1cc(O)ccc1-c1nc2ncncc2[nH]1, CS(=O)(=O)O, [Cl-]. Yields the product CCc1cc(OS(C)(=O)=O)ccc1-c1nc2ncncc2[nH]1. Reaction SMILES: [CH2:1]([CH3:2])[c:3]1[c:4](-[c:10]2[n:11][c:12]3[n:13][cH:14][n:15][cH:16][c:17]3[nH:18]2)[cH:5][cH:6][c:7]([OH:9])[cH:8]1.[CH3:20][S:21](=[O:22])(=[O:23])[OH:24].[Cl-:19]>>[CH2:1]([CH3:2])[c:3]1[c:4](-[c:10]2[n:11][c:12]3[n:13][cH:14][n:15][cH:16][c:17]3[nH:18]2)[cH:5][cH:6][c:7]([O:9][S:21]([CH3:20])(=[O:22])=[O:23])[cH:8]1.